Dataset: the Open Reaction Database (ORD), a public repository of structured organic reaction records. Task: describe an organic reaction: reactants, conditions, products, and yield The reactants are O (water), [N+](=O)([O-])C1=C(C#N)C(=CC=C1)[N+](=O)[O-] (2,6-dinitrobenzonitrile), C(=O)([O-])[O-].[K+].[K+] (K2CO3), C1(=CC=CC=C1)S (PhSH). The solvent is CN(C)C=O (DMF). Conditions: temperature 0 celsius, time 0.5 hour. Yields the product [N+](=O)([O-])C1=C(C#N)C(=CC=C1)SC1=CC=CC=C1 (2-nitro-6-(phenylthio)benzonitrile). RXN SMILES: [N+]([C:4]1[CH:11]=[CH:10][CH:9]=[C:8]([N+:12]([O-:14])=[O:13])[C:5]=1[C:6]#[N:7])([O-])=O.C([O-])([O-])=O.[K+].[K+].[C:21]1([SH:27])[CH:26]=[CH:25][CH:24]=[CH:23][CH:22]=1.O>CN(C=O)C>[N+:12]([C:8]1[CH:9]=[CH:10][CH:11]=[C:4]([S:27][C:21]2[CH:26]=[CH:25][CH:24]=[CH:23][CH:22]=2)[C:5]=1[C:6]#[N:7])([O-:14])=[O:13] |f:1.2.3|. Reported procedure: To a mixture of 2,6-dinitrobenzonitrile (2.0 g, 10.36 mmol) and K2CO3 (1.43 g, 10.36 mmol) in 5 mL of anhydrous DMF was added PhSH (1.14 ml in 5 mL of DMF) dropwise under nitrogen at 0° C. After the completion of addition, the reaction mixture was stirred at 0° C. for 0.5 hr. Then the reaction mixture was poured into 50 mL of water, the resultant precipitation was collected by filtration, washed with water and dried in the air to give the title product.